This data is from the Open Reaction Database (ORD), a public repository of structured organic reaction records. The task is: describe an organic reaction: reactants, conditions, products, and yield The reactants are Clc1cccc(Cl)n1, O=C(O)C(F)(F)F, [Na+], [OH-], OO. The product is [O-][n+]1c(Cl)cccc1Cl. Reaction SMILES: [Cl:1][c:2]1[n:3][c:4]([Cl:8])[cH:5][cH:6][cH:7]1.[F:9][C:10]([F:11])([F:13])[C:14](=[O:12])[OH:15].[Na+:19].[OH-:18].[OH:16][OH:17]>>[Cl:1][c:2]1[n+:3]([O-:12])[c:4]([Cl:8])[cH:5][cH:6][cH:7]1.